This data is from the Open Reaction Database (ORD), a public repository of structured organic reaction records. The task is: describe an organic reaction: reactants, conditions, products, and yield Reactants: CN(C)C1(c2ccccc2)CC=C(c2[nH]c3ccccc3c2CCCC(=O)O)CC1, CO, [H][H], [Pd]. Yields the product CN(C)C1(c2ccccc2)CCC(c2[nH]c3ccccc3c2CCCC(=O)O)CC1. RXN SMILES: [CH3:1][N:2]([C:3]1([c:24]2[cH:25][cH:26][cH:27][cH:28][cH:29]2)[CH2:4][CH:5]=[C:6]([c:9]2[nH:10][c:11]3[cH:12][cH:13][cH:14][cH:15][c:16]3[c:17]2[CH2:18][CH2:19][CH2:20][C:21](=[O:22])[OH:23])[CH2:7][CH2:8]1)[CH3:30].[CH3:34][OH:35].[H:31][H:32].[Pd:33]>>[CH3:1][N:2]([C:3]1([c:24]2[cH:25][cH:26][cH:27][cH:28][cH:29]2)[CH2:4][CH2:5][CH:6]([c:9]2[nH:10][c:11]3[cH:12][cH:13][cH:14][cH:15][c:16]3[c:17]2[CH2:18][CH2:19][CH2:20][C:21](=[O:22])[OH:23])[CH2:7][CH2:8]1)[CH3:30]. The reactants are ClC1=CC=C(C=C1)[C@@H]1N(C=2N(C(C=CC2)=O)[C@@H]1C1=CC=C(C=C1)Cl)S(=O)(=O)C=1C=C(C#N)C=CC1 (rac-3-[cis-2,3-Bis-(4-chloro-phenyl)-5-oxo-2,3-dihydro-5H-imidazo[1,2-a]pyridine-1-sulfonyl]-benzonitrile), C1CC(=O)N(C1=O)I (NIS). Product: ClC1=CC=C(C=C1)[C@@H]1N(C=2N(C(C(=CC2)I)=O)[C@@H]1C1=CC=C(C=C1)Cl)S(=O)(=O)C=1C=C(C#N)C=CC1 (rac-3-[cis-2,3-Bis-(4-chloro-phenyl)-5-oxo-2,3-dihydro-6-iodo-5H-imidazo[1,2-a]pyridine-1-sulfonyl]-benzonitrile). Reaction SMILES: [Cl:1][C:2]1[CH:7]=[CH:6][C:5]([C@H:8]2[C@@H:17]([C:18]3[CH:23]=[CH:22][C:21]([Cl:24])=[CH:20][CH:19]=3)[N:11]3[C:12](=[O:16])[CH:13]=[CH:14][CH:15]=[C:10]3[N:9]2[S:25]([C:28]2[CH:29]=[C:30]([CH:33]=[CH:34][CH:35]=2)[C:31]#[N:32])(=[O:27])=[O:26])=[CH:4][CH:3]=1.C1C(=O)N([I:43])C(=O)C1>>[Cl:1][C:2]1[CH:7]=[CH:6][C:5]([C@H:8]2[C@@H:17]([C:18]3[CH:19]=[CH:20][C:21]([Cl:24])=[CH:22][CH:23]=3)[N:11]3[C:12](=[O:16])[C:13]([I:43])=[CH:14][CH:15]=[C:10]3[N:9]2[S:25]([C:28]2[CH:29]=[C:30]([CH:33]=[CH:34][CH:35]=2)[C:31]#[N:32])(=[O:27])=[O:26])=[CH:4][CH:3]=1. Procedure: The titled compound was prepared according to general method B by reaction of rac-3-[cis-2,3-Bis-(4-chloro-phenyl)-5-oxo-2,3-dihydro-5H-imidazo[1,2-a]pyridine-1-sulfonyl]-benzonitrile with NIS. Reactants: NC1=C(C#N)C(=C(C=C1)Br)C (2-amino-5-bromo-6-methylbenzonitrile), FC(C=1C=C(C=C(C1)C(F)(F)F)B(O)O)(F)F (3,5-di(trifluoromethyl)phenylboronic acid), C([O-])([O-])=O.[K+].[K+] (potassium carbonate), O (water). Reagents/catalysts: C=1C=CC(=CC1)[P](C=2C=CC=CC2)(C=3C=CC=CC3)[Pd]([P](C=4C=CC=CC4)(C=5C=CC=CC5)C=6C=CC=CC6)([P](C=7C=CC=CC7)(C=8C=CC=CC8)C=9C=CC=CC9)[P](C=1C=CC=CC1)(C=1C=CC=CC1)C=1C=CC=CC1 (tetrakis(triphenylphosphine)palladium(0)). Solvent: C1(=CC=CC=C1)C (toluene). Product: NC1=C(C#N)C(=C(C=C1)C1=CC(=CC(=C1)C(F)(F)F)C(F)(F)F)C (2-amino-6-methyl-5-[3,5-di(trifluoromethyl)phenyl]benzonitrile). Isolated yield 36.3%. As a reaction SMILES: [NH2:1][C:2]1[CH:9]=[CH:8][C:7](Br)=[C:6]([CH3:11])[C:3]=1[C:4]#[N:5].[F:12][C:13]([F:28])([F:27])[C:14]1[CH:15]=[C:16](B(O)O)[CH:17]=[C:18]([C:20]([F:23])([F:22])[F:21])[CH:19]=1.C(=O)([O-])[O-].[K+].[K+].O>C1(C)C=CC=CC=1.C1C=CC([P]([Pd]([P](C2C=CC=CC=2)(C2C=CC=CC=2)C2C=CC=CC=2)([P](C2C=CC=CC=2)(C2C=CC=CC=2)C2C=CC=CC=2)[P](C2C=CC=CC=2)(C2C=CC=CC=2)C2C=CC=CC=2)(C2C=CC=CC=2)C2C=CC=CC=2)=CC=1>[NH2:1][C:2]1[CH:9]=[CH:8][C:7]([C:16]2[CH:17]=[C:18]([C:20]([F:23])([F:21])[F:22])[CH:19]=[C:14]([C:13]([F:12])([F:28])[F:27])[CH:15]=2)=[C:6]([CH3:11])[C:3]=1[C:4]#[N:5] |f:2.3.4,^1:46,48,67,86|. Reported procedure: A stirred solution of 1.7 grams (0.008 mole) of 2-amino-5-bromo-6-methylbenzonitrile, 3.2 grams (0.012 mole) of 3,5-di(trifluoromethyl)phenylboronic acid, 4.3 grams (0.031 mole) of potassium carbonate and 0.3 mL of tetrakis(triphenylphosphine)palladium(0) in 150 mL of toluene was heated at 90° C. for about 20 hours. After this time, the reaction mixture was stirred with 100 mL of water, and the organic layer was separated. The organic layer was concentrated under reduced pressure to a residue. T... Run in C(C)(=O)O (acetic acid), O (water). Yield: 48.0%. RXN SMILES: [CH3:1][O:2][C:3]1[C:8]2[O:9][C:10]3[CH:15]=[CH:14][CH:13]=[CH:12][C:11]=3[C:7]=2[CH:6]=[CH:5][CH:4]=1.[N+:16]([O-])([OH:18])=[O:17].[OH-].[Na+].COC1C2OC3C=CC=CC=3C=2C=CC=1[N+]([O-])=O>C(O)(=O)C.O>[CH3:1][O:2][C:3]1[C:8]2[O:9][C:10]3[CH:15]=[CH:14][CH:13]=[CH:12][C:11]=3[C:7]=2[C:6]([N+:16]([O-:18])=[O:17])=[CH:5][CH:4]=1 |f:2.3|. Starting materials: COC1=CC=CC2=C1OC1=C2C=CC=C1 (4-methoxy-dibenzofuran), [N+](=O)(O)[O-] (nitric acid), COC1=C(C=CC2=C1OC1=C2C=CC=C1)[N+](=O)[O-] (4-methoxy-3-nitro-dibenzofuran), [OH-].[Na+] (sodium hydroxide). Run at time 3 hour. Yields the product COC1=CC=C(C2=C1OC1=C2C=CC=C1)[N+](=O)[O-] (4-Methoxy-1-nitro-dibenzofuran). Reported procedure: To a solution of 4-methoxy-dibenzofuran (3.15 g; 15.89 mmol) in glacial acetic acid (50 mL), fuming nitric acid (2.6 mL; 63.50 mmol) was added dropwise. The reaction was kept at 20° C. during the addition and stirred for 3 h. Upon completion, the reaction mixture was poured carefully onto iced water; pH was adjusted to 7 by addition of 1 M sodium hydroxide, and the product was extracted in DCM. The organic layer was dried on magnesium sulfate, filtered and then concentrated. The residue was puri... Reactants: C1(CCCC1)C1=C(C=CC=C1)CC(=O)O (2-Cyclopentylphenylacetic acid), N[C@@H]1CN(CC1)CCC1=CC=C(C=C1)F ((S)-3-amino-1-(2-(4-fluorophenyl)ethyl)pyrrolidine). Product: FC1=CC=C(C=C1)CCN1C[C@H](CC1)NC(CC1=C(C=CC=C1)C1CCCC1)=O (N-((S)-1-(2-(4-fluorophenyl)ethyl)pyrrolidin-3-yl)-2-cyclopentylphenylacetamide). Reaction SMILES: [CH:1]1([C:6]2[CH:11]=[CH:10][CH:9]=[CH:8][C:7]=2[CH2:12][C:13]([OH:15])=O)[CH2:5][CH2:4][CH2:3][CH2:2]1.[NH2:16][C@H:17]1[CH2:21][CH2:20][N:19]([CH2:22][CH2:23][C:24]2[CH:29]=[CH:28][C:27]([F:30])=[CH:26][CH:25]=2)[CH2:18]1>>[F:30][C:27]1[CH:28]=[CH:29][C:24]([CH2:23][CH2:22][N:19]2[CH2:20][CH2:21][C@H:17]([NH:16][C:13](=[O:15])[CH2:12][C:7]3[CH:8]=[CH:9][CH:10]=[CH:11][C:6]=3[CH:1]3[CH2:2][CH2:3][CH2:4][CH2:5]3)[CH2:18]2)=[CH:25][CH:26]=1. Reported procedure: 2-Cyclopentylphenylacetic acid and (S)-3-amino-1-(2-(4-fluorophenyl)ethyl)pyrrolidine were reacted under the same conditions as in Example 23 to give N-((S)-1-(2-(4-fluorophenyl)ethyl)pyrrolidin-3-yl)-2-cyclopentylphenylacetamide.